This data is from the Open Reaction Database (ORD), a public repository of structured organic reaction records. The task is: describe an organic reaction: reactants, conditions, products, and yield Starting materials: [C-]#N.[Na+] (sodium cyanide), C1CC2=CC=CC=3C=NC4=C(N1C32)C=CC=C4 (1,2-dihydrobenzo[b]pyrrolo[3,2,1-jk][1,4]-benzodiazepine), C(C)(=O)O (Acetic acid). Solvent: C(C)(=O)OCC (ethyl acetate), C(C)(=O)OCC (ethyl acetate). Reaction conditions: time 18 hour. Product: C(#N)C1NC2=C(N3C4=C1C=CC=C4CC3)C=CC=C2 (6-Cyano-1,2,6,7-tetrahydrobenzo[b]pyrrolo[3,2,1-jk][1,4]-benzodiazepine). The yield is 69.4%. RXN SMILES: C(O)(=O)C.[C-:5]#[N:6].[Na+].[CH2:8]1[N:19]2[C:20]3[C:10](=[CH:11][CH:12]=[CH:13][C:14]=3[CH:15]=[N:16][C:17]3[CH:24]=[CH:23][CH:22]=[CH:21][C:18]=32)[CH2:9]1>C(OCC)(=O)C>[C:5]([CH:15]1[C:14]2[CH:13]=[CH:12][CH:11]=[C:10]3[CH2:9][CH2:8][N:19]([C:20]=23)[C:18]2[CH:21]=[CH:22][CH:23]=[CH:24][C:17]=2[NH:16]1)#[N:6] |f:1.2|. Procedure details: Acetic acid (30 ml) was added to a slurry consisting of sodium cyanide (10 g), 1,2-dihydrobenzo[b]pyrrolo[3,2,1-jk][1,4]-benzodiazepine (19 g) and ethyl acetate (250 ml) dropwise at room temperature. The mixture was stirred for 18 hours and thereafter diluted with ethyl acetate to 1 liter and washed with 1N sodium hydroxide (2×500 ml), water (2×600 ml) and brine (2×600 ml) The solution was dried over anhydrous magnesium sulfate and concentrated to a solid. The solid was triturated with ether (2×...